Dataset: the Open Reaction Database (ORD), a public repository of structured organic reaction records. Task: describe an organic reaction: reactants, conditions, products, and yield Starting materials: CN(C)CC#N (dimethylaminoacetonitrile), [H-].[Na+] (sodium hydride), COC(=O)C1=NN(C2=CC=CC=C12)CC1=CC=CC=C1 (1-Benzylindazole-3-carboxylic acid methyl ester), Cl.NO (Hydroxylamine hydrochloride), [Na] (sodium). Run in CO (MeOH), CO (MeOH). Conditions: temperature 25 celsius, time 15 minute. Yields the product C(C1=CC=CC=C1)N1N=C(C2=CC=CC=C12)C1=NC(=NO1)CN(C)C (1-Benzyl-3-[3-(N,N-dimethylaminomethyl)-1,2,4-oxadiazol-5-yl]indazole). Yield: 48.3%. Reaction SMILES: Cl.[NH2:2]O.[Na].[CH3:5][N:6]([CH2:8][C:9]#[N:10])[CH3:7].[H-].[Na+].C[O:14][C:15]([C:17]1[C:25]2[C:20](=[CH:21][CH:22]=[CH:23][CH:24]=2)[N:19]([CH2:26][C:27]2[CH:32]=[CH:31][CH:30]=[CH:29][CH:28]=2)[N:18]=1)=O>CO>[CH2:26]([N:19]1[C:20]2[C:25](=[CH:24][CH:23]=[CH:22][CH:21]=2)[C:17]([C:15]2[O:14][N:2]=[C:9]([CH2:8][N:6]([CH3:7])[CH3:5])[N:10]=2)=[N:18]1)[C:27]1[CH:32]=[CH:31][CH:30]=[CH:29][CH:28]=1 |f:0.1,4.5,^1:3|. Reported procedure: Hydroxylamine hydrochloride (1.24 g 17.8 mmol) was added to a solution of sodium (0.64 g, 26 mmol) in MeOH (100 mL). The reaction mixture was stirred at 25° C. for 15 min then dimethylaminoacetonitrile (1.5 g, 17.8 mmol) in MeOH (5 mL) was added and the reaction mixture stirred at 25° C. for a further 5 days. The solid was removed by filtration and the liquid concentrated under reduced pressure. The crude material was taken up in dry THF (100 mL) and sodium hydride (0.114 g, 60%, 2.86 mmol) was ...